From a dataset of the Open Reaction Database (ORD), a public repository of structured organic reaction records. describe an organic reaction: reactants, conditions, products, and yield Reactants: CC(=O)O, OO, CCC(C(=O)Oc1ccc(SCC(C)(C)C(=O)O)cc1)c1ccccc1. Yields the product CCC(C(=O)Oc1ccc(S(=O)CC(C)(C)C(=O)O)cc1)c1ccccc1. Reaction SMILES: [CH3:29][C:30](=[O:31])[OH:32].[OH:27][OH:28].[c:1]1([CH:7]([C:8](=[O:9])[O:10][c:11]2[cH:12][cH:13][c:14]([S:17][CH2:18][C:19]([CH3:20])([CH3:21])[C:22](=[O:23])[OH:24])[cH:15][cH:16]2)[CH2:25][CH3:26])[cH:2][cH:3][cH:4][cH:5][cH:6]1>>[c:1]1([CH:7]([C:8](=[O:9])[O:10][c:11]2[cH:12][cH:13][c:14]([S:17]([CH2:18][C:19]([CH3:20])([CH3:21])[C:22](=[O:23])[OH:24])=[O:27])[cH:15][cH:16]2)[CH2:25][CH3:26])[cH:2][cH:3][cH:4][cH:5][cH:6]1.